This data is from the Open Reaction Database (ORD), a public repository of structured organic reaction records. The task is: describe an organic reaction: reactants, conditions, products, and yield Starting materials: C1=CC2=C3C(=CC=C4C5=CC=CC6=CC=CC(C1=C34)=C56)C(=O)OC2=O (perylene-3,4-dicarboxylic anhydride), C1(CCCCCC1)N (cycloheptylamine), N1C=NC=C1 (imidazole). Run at temperature 150 celsius. Product: C1(CCCCCC1)N1C(=O)C=2C=CC=3C=4C=CC=C5C=CC=C(C6=CC=C(C2C63)C1=O)C54 (N-Cycloheptylperylene-3,4-dicarboximide). RXN SMILES: [CH:1]1[C:18]2=[C:19]3[C:8]([C:9]4[C:20]5[C:13](=[CH:14][CH:15]=[CH:16][C:17]2=5)[CH:12]=[CH:11][CH:10]=4)=[CH:7][CH:6]=[C:5]2[C:21]([O:23][C:24](=O)[C:3](=[C:4]23)[CH:2]=1)=[O:22].[CH:26]1([NH2:33])[CH2:32][CH2:31][CH2:30][CH2:29][CH2:28][CH2:27]1.N1C=CN=C1>>[CH:26]1([N:33]2[C:21](=[O:22])[C:5]3[C:4]4[C:19]5[C:8](=[CH:7][CH:6]=3)[C:9]3[C:20]6[C:13]([CH:12]=[CH:11][CH:10]=3)=[CH:14][CH:15]=[CH:16][C:17]=6[C:18]=5[CH:1]=[CH:2][C:3]=4[C:24]2=[O:23])[CH2:32][CH2:31][CH2:30][CH2:29][CH2:28][CH2:27]1. Procedure details: 0.30 g (0.93 mmol) of perylene-3,4-dicarboxylic anhydride is mixed with 0.32 g (2.83 mmol) of cycloheptylamine and 3 g of imidazole, and the mixture is heated under argon at 150° C. for 4 h. The reaction product is removed from the flask by washing with ethanol, treated with 200 ml of 10% hydrochloric acid and filtered off with suction. The residue is boiled in potassium carbonate solution, filtered off with suction and washed with hot dist. water until the filtrate run-off is colourless. The pr... Starting materials: C(C)OC(C(CC=1C(=NC(=NC1)NC1=CC=CC=C1)NC1=CC=CC=C1)C1=CC(=C(C=C1)OC)OC)=O (3-(2,4-diphenylamino-pyrimidin-5-yl)-2-(3,4-dimethoxy-phenyl)-propionic acid ethyl ester), S(O)(O)(=O)=O (sulfuric acid), C(C)(=O)O (acetic acid). The solvent is C(C)(=O)OCC (ethyl acetate). Reaction conditions: temperature 80 celsius. Yields the product COC=1C=C(C=CC1OC)C1CC2=C(N=C(N=C2)NC2=CC=CC=C2)N(C1=O)C1=CC=CC=C1 (6-(3,4-dimethoxy-phenyl)-8-phenyl-2-phenylamino-5,8-dihydro-6H-pyrido[2,3-d]pyrimidin-7-one). As a reaction SMILES: C([O:3][C:4](=O)[CH:5]([C:27]1[CH:32]=[CH:31][C:30]([O:33][CH3:34])=[C:29]([O:35][CH3:36])[CH:28]=1)[CH2:6][C:7]1[C:8]([NH:20]C2C=CC=CC=2)=[N:9][C:10]([NH:13]C2C=CC=CC=2)=[N:11][CH:12]=1)C.S(=O)(=O)(O)O.[C:43](O)(=O)[CH3:44]>C(OCC)(=O)C>[CH3:36][O:35][C:29]1[CH:28]=[C:27]([CH:5]2[C:4](=[O:3])[N:20]([C:44]3[CH:43]=[CH:7][CH:6]=[CH:5][CH:4]=3)[C:8]3[N:9]=[C:10]([NH:13][C:27]4[CH:32]=[CH:31][CH:30]=[CH:29][CH:28]=4)[N:11]=[CH:12][C:7]=3[CH2:6]2)[CH:32]=[CH:31][C:30]=1[O:33][CH3:34]. Reported procedure: To a solution of 3-(2,4-diphenylamino-pyrimidin-5-yl)-2-(3,4-dimethoxy-phenyl)-propionic acid ethyl ester (470 mg, 0.94 mmol) (from Example 11b supra) in glacial acetic acid (3 mL) was added concentrated sulfuric acid (0.1 mL) in one portion. The reaction mixture was heated at 80° C. overnight. After cooling, the reaction mixture was diluted with ethyl acetate (50 mL) and quenched with 2 N aqueous sodium hydroxide solution. The organic layer was separated and successively washed with water (10 m... Starting materials: COC(C1=CN=C(C=C1)NC(CSC1N(C(C(=C1C)C)=O)CC1=CC=C(C=C1)OC)=O)=O (6-{2-[1-(4-Methoxybenzyl)-3,4-dimethyl-5-oxo-2,5-dihydro-1H-pyrrol-2-ylsulfanyl]-acetylamino}-nicotinic acid methyl ester), NC1=NC=C(C(=O)N)C=C1 (6-aminonicotinamide). Yields the product COC1=CC=C(CN2C(C(=C(C2=O)C)C)SCC(=O)NC2=C(C(=O)N)C=CC=N2)C=C1 ((2-[1-(4-Methoxy-benzyl)-3,4-dimethyl-5-oxo-2,5-dihydro-1H-pyrrol-2-ylsulfanyl]-acetylamino}-nicotinamide). As a reaction SMILES: COC(=O)[C:4]1[CH:9]=[CH:8][C:7]([NH:10][C:11](=[O:31])[CH2:12][S:13][CH:14]2[C:18]([CH3:19])=[C:17]([CH3:20])[C:16](=[O:21])[N:15]2[CH2:22][C:23]2[CH:28]=[CH:27][C:26]([O:29][CH3:30])=[CH:25][CH:24]=2)=[N:6][CH:5]=1.NC1C=CC([C:38]([NH2:40])=[O:39])=CN=1>>[CH3:30][O:29][C:26]1[CH:25]=[CH:24][C:23]([CH2:22][N:15]2[C:16](=[O:21])[C:17]([CH3:20])=[C:18]([CH3:19])[CH:14]2[S:13][CH2:12][C:11]([NH:10][C:7]2[N:6]=[CH:5][CH:4]=[CH:9][C:8]=2[C:38]([NH2:40])=[O:39])=[O:31])=[CH:28][CH:27]=1. Procedure details: The product from Example 1, Part C (160 mg, 0.5 mmol) and 6-aminonicotinamide (103 mg, 0.75 mmol) were reacted as described in Example 5. After evaporation of the reaction solvent the residue was partitioned between water and EtOAc, and the aqueous phase was washed with EtOAc. The combined organics were washed with brine, dried (Na2SO4), filtered, and evaporated. The title compound was obtained by silica gel chromatography (10 mg, 5%). 1H NMR (300 MHz, CDCl3) δ 8.76 (d, J=2 Hz, 1H), 8.71 (br s, ...